From a dataset of the Open Reaction Database (ORD), a public repository of structured organic reaction records. describe an organic reaction: reactants, conditions, products, and yield The reactants are N1(CCCCCCC1)C1=CC=C(CN)C=C1 (4-(1-azocanyl)benzylamine), N(=C=O)C1=C2C=C(N=CC2=CC=C1)C (5-isocyanato-3-methylisoquinoline), N(=C=O)C1=C2C=CN=CC2=CC=C1 (5-isocyanatoisoquinoline). The product is N1(CCCCCCC1)C1=CC=C(CNC(=O)NC2=C3C=C(N=CC3=CC=C2)C)C=C1 (N-[4-(1-azocanyl)benzyl]-N′-(3-methyl-5-isoquinolinyl)urea). Reaction SMILES: [N:1]1([C:9]2[CH:16]=[CH:15][C:12]([CH2:13][NH2:14])=[CH:11][CH:10]=2)[CH2:8][CH2:7][CH2:6][CH2:5][CH2:4][CH2:3][CH2:2]1.[N:17]([C:20]1[CH:29]=[CH:28][CH:27]=[C:26]2[C:21]=1[CH:22]=[C:23]([CH3:30])[N:24]=[CH:25]2)=[C:18]=[O:19].N(C1C=CC=C2C=1C=CN=C2)=C=O>>[N:1]1([C:9]2[CH:10]=[CH:11][C:12]([CH2:13][NH:14][C:18]([NH:17][C:20]3[CH:29]=[CH:28][CH:27]=[C:26]4[C:21]=3[CH:22]=[C:23]([CH3:30])[N:24]=[CH:25]4)=[O:19])=[CH:15][CH:16]=2)[CH2:2][CH2:3][CH2:4][CH2:5][CH2:6][CH2:7][CH2:8]1. Procedure details: The title compound was prepared using the procedure described in Example 61B using 4-(1-azocanyl)benzylamine and the product from Example 154A instead of 4-cyanobenzyl alcohol and the product from Example 61A. 1H NMR (300 MHz, DMSO-d6) δ 9.15 (s, 1H), 8.53 (s, 1H), 8.27 (d, 1H, J=7.5 Hz), 7.73 (s, 1H), 7.67 (d, 1H, J=7.5 Hz), 7.50 (t, 1H, J=7.5 Hz), 7.15 (m, 2H), 6.83 (t, 1H, J=5.4 Hz), 6.63 (m, 2H), 4.20 (d, 2H, J=5.4 Hz), 3.43 (m, 4H), 2.63 (s, 3H), 1.67 (m, 4H), 1.48 (m, 6H); MS (ESI) 403 (M+... The reactants are C(C)(C)(C)OC(=O)N[C@@H](C[C@@H](C(=O)OC(C)(C)C)CC1=[N+](C=C(C=C1)OCCF)[O-])C(=O)OC(C)(C)C (di-tert-butyl (4R)—N-(tert-butoxycarbonyl)-4-{[5-(2-fluoroethoxy)-1-oxidopyridin-2-yl]methyl}-L-glutamate), FC(C(=O)O)(F)F (trifluoroacetic acid), FC(C(=O)O)(F)F (trifluoroacetic acid). Solvent: ClCCl (dichloromethane). Conditions: time 2 hour. Product: FCCOC=1C=CC(=[N+](C1)[O-])C[C@@H](C[C@H](N)C(=O)O)C(=O)O ((4R)-4-{[5-(2-fluoroethoxy)-1-oxidopyridin-2-yl]methyl}-L-glutamic acid). Yield: 93.9%. Reaction SMILES: C(OC([NH:8][C@H:9]([C:31]([O:33]C(C)(C)C)=[O:32])[CH2:10][C@H:11]([CH2:19][C:20]1[CH:25]=[CH:24][C:23]([O:26][CH2:27][CH2:28][F:29])=[CH:22][N+:21]=1[O-:30])[C:12]([O:14]C(C)(C)C)=[O:13])=O)(C)(C)C.FC(F)(F)C(O)=O>ClCCl>[F:29][CH2:28][CH2:27][O:26][C:23]1[CH:24]=[CH:25][C:20]([CH2:19][C@H:11]([C:12]([OH:14])=[O:13])[CH2:10][C@@H:9]([C:31]([OH:33])=[O:32])[NH2:8])=[N+:21]([O-:30])[CH:22]=1. Reported procedure: To a solution of 170 mg of di-tert-butyl (4R)—N-(tert-butoxycarbonyl)-4-{[5-(2-fluoroethoxy)-1-oxidopyridin-2-yl]methyl}-L-glutamate (0.32 mmol) in dichloromethane (10 mL) was added trifluoroacetic acid (124 μL, 5 eq) and the mixture was stirred for 2 h at room temperature. LC/MS revealed substantial quantities of starting material were present; hence an additional 5 eq of trifluoroacetic acid were added and stirring at room temperature was continued overnight. Repeated LC/MS still showed incomp... The reactants are C([O-])([O-])=O.[Na+].[Na+] (sodium carbonate), CNCC1=C(C=CC=C1)C1=CC=CC=C1 (N-methyl-2-phenylbenzylamine), BrCC=CC#CC(C)(C)C (1-bromo-6,6-dimethyl-2-hepten-4-yne). Solvent: CN(C=O)C (N,N-dimethylformamide), CN(C=O)C (DMF). Conditions: time 16 hour. Product: CC(C#C\C=C/CN(C)CC1=C(C=CC=C1)C1=CC=CC=C1)(C)C (cis-N-(6,6-dimethyl-2-hepten-4-yn-1-yl)-N-methyl-2-phenylbenzylamine). As a reaction SMILES: [CH3:1][NH:2][CH2:3][C:4]1[CH:9]=[CH:8][CH:7]=[CH:6][C:5]=1[C:10]1[CH:15]=[CH:14][CH:13]=[CH:12][CH:11]=1.C(=O)([O-])[O-].[Na+].[Na+].Br[CH2:23][CH:24]=[CH:25][C:26]#[C:27][C:28]([CH3:31])([CH3:30])[CH3:29]>CN(C)C=O>[CH3:29][C:28]([CH3:31])([CH3:30])[C:27]#[C:26]/[CH:25]=[CH:24]\[CH2:23][N:2]([CH2:3][C:4]1[CH:9]=[CH:8][CH:7]=[CH:6][C:5]=1[C:10]1[CH:15]=[CH:14][CH:13]=[CH:12][CH:11]=1)[CH3:1] |f:1.2.3|. Procedure details: N-methyl-2-phenylbenzylamine (2.57 g) was dissolved in 17 ml of N,N-dimethylformamide (DMF), followed by the addition of 1.39 g of sodium carbonate. While stirring the resulting mixture under ice cooling, a solution of 2.5 g of 1-bromo-6,6-dimethyl-2-hepten-4-yne in DMF was added dropwise. The temperature of the mixture was allowed to rise to room temperature, at which a reaction was allowed to proceed for 16 hours. After the reaction mixture was concentrated under reduced pressure, water and di... The reactants are N#Cc1ccc(F)s1, [K+], [K+], O=C([O-])[O-], CN(C)C=O, O=Cc1ccc(O)cc1. Yields the product N#Cc1ccc(Oc2ccc(C=O)cc2)s1. Reaction SMILES: [F:1][c:2]1[cH:3][cH:4][c:5]([C:7]#[N:8])[s:6]1.[K+:18].[K+:19].[O-:20][C:21]([O-:22])=[O:23].[O:24]=[CH:25][N:26]([CH3:27])[CH3:28].[OH:9][c:10]1[cH:11][cH:12][c:13]([CH:14]=[O:15])[cH:16][cH:17]1>>[c:2]1([O:9][c:10]2[cH:11][cH:12][c:13]([CH:14]=[O:15])[cH:16][cH:17]2)[cH:3][cH:4][c:5]([C:7]#[N:8])[s:6]1. The reactants are BrCC(O)C1=CC(=C(C=C1)Cl)Cl (2-bromo-1-(3,4-dichlorophenyl)ethanol), C(C)(C)N (isopropylamine). The solvent is CCOC(=O)C (EtOAc). Run at temperature 80 celsius. Yields the product C(C)(C)NCC(O)C1=CC(=C(C=C1)Cl)Cl (2-isopropylamino-1-(3,4-dichlorophenyl)ethanol). Reaction SMILES: Br[CH2:2][CH:3]([C:5]1[CH:10]=[CH:9][C:8]([Cl:11])=[C:7]([Cl:12])[CH:6]=1)[OH:4].[CH:13]([NH2:16])([CH3:15])[CH3:14]>CCOC(C)=O>[CH:13]([NH:16][CH2:2][CH:3]([C:5]1[CH:10]=[CH:9][C:8]([Cl:11])=[C:7]([Cl:12])[CH:6]=1)[OH:4])([CH3:15])[CH3:14]. Procedure: A mixture of 3.9 g (14 mmol) 2-bromo-1-(3,4-dichlorophenyl)ethanol and 10 ml isopropylamine was sealed and heated to 80° C. for 16 h, then cooled to room temperature, diluted with 500 mL EtOAc, washed with 400 mL saturated aqueous NaHCO3, and 500 mL brine, then dried over Na2SO4, filtered and concentrated. Purification by flash chromatography (5×8 cm silica gel, elute with 250 mL 3%MeOH/CH2Cl2, 100 mL 50% EtOH/CH2Cl2, then 200 mL EtOH) afforded 2.7 g 2-isopropylamino-1-(3,4-dichlorophenyl)ethano...